This data is from the Open Reaction Database (ORD), a public repository of structured organic reaction records. The task is: describe an organic reaction: reactants, conditions, products, and yield Starting materials: [N+](=O)([O-])C=1C=C(C=CC1)C(=O)C1=CC=C(C=C1)OC (4-methoxyphenyl 3-nitrophenyl ketone), FC=1C=C(CN)C=CC1F (3,4-difluorobenzylamine). The product is FC=1C=C(CNC(C2=CC(=CC=C2)[N+](=O)[O-])C2=CC=C(C=C2)OC)C=CC1F (N-(3,4-Difluorobenzyl)-N-[(4-methoxyphenyl)-(3-nitrophenyl)methyl]amine). The yield is 95.5%. RXN SMILES: [N+:1]([C:4]1[CH:5]=[C:6]([C:10]([C:12]2[CH:17]=[CH:16][C:15]([O:18][CH3:19])=[CH:14][CH:13]=2)=O)[CH:7]=[CH:8][CH:9]=1)([O-:3])=[O:2].[F:20][C:21]1[CH:22]=[C:23]([CH:26]=[CH:27][C:28]=1[F:29])[CH2:24][NH2:25]>>[F:20][C:21]1[CH:22]=[C:23]([CH:26]=[CH:27][C:28]=1[F:29])[CH2:24][NH:25][CH:10]([C:12]1[CH:17]=[CH:16][C:15]([O:18][CH3:19])=[CH:14][CH:13]=1)[C:6]1[CH:7]=[CH:8][CH:9]=[C:4]([N+:1]([O-:3])=[O:2])[CH:5]=1. Procedure: Following a similar procedure to that described in Example (1a), 8.91 g of 4-methoxyphenyl 3-nitrophenyl ketone and 4.96 g of 3,4-difluorobenzylamine were reacted, to obtain 12.72 g of the title compound as a pale yellow oil. Reactants: C(C1=CC=CC=C1)OC1=C(C(=O)N)C=C(C=C1)CCOCOC (2-benzyloxy-5-(2-methoxymethoxyethyl)benzamide), Cl (hydrochloric acid), O (Water). The solvent is CO (methanol). The product is C(C1=CC=CC=C1)OC1=C(C(=O)N)C=C(C=C1)CCO (2-benzyloxy-5-(2-hydroxyethyl)benzamide). The yield is 83.7%. Reaction SMILES: [CH2:1]([O:8][C:9]1[CH:17]=[CH:16][C:15]([CH2:18][CH2:19][O:20]COC)=[CH:14][C:10]=1[C:11]([NH2:13])=[O:12])[C:2]1[CH:7]=[CH:6][CH:5]=[CH:4][CH:3]=1.Cl.O>CO>[CH2:1]([O:8][C:9]1[CH:17]=[CH:16][C:15]([CH2:18][CH2:19][OH:20])=[CH:14][C:10]=1[C:11]([NH2:13])=[O:12])[C:2]1[CH:7]=[CH:6][CH:5]=[CH:4][CH:3]=1. Procedure details: To a solution of 2-benzyloxy-5-(2-methoxymethoxyethyl)benzamide (721 mg) in methanol (10 ml) was added concentrated hydrochloric acid (0.7 ml), and the mixture was heated under reflux for 1 hour with stirring. Water was added to the reaction mixture, and the resulting mixture was extracted with ethyl acetate. The extract was washed with brine and dried over anhydrous magnesium sulfate. After the solvent was removed under reduced pressure, diethyl ether was added to the residue, and the resulting... Reactants: CO, CCOC(C)=O, Cl, [Na+], C1COCCO1, CC(C)(C)OC(=O)c1ccc(Oc2ccccc2)cc1NC(=O)c1cccc(-n2cccc2)c1, [OH-]. Product: O=C(Nc1cc(Oc2ccccc2)ccc1C(=O)O)c1cccc(-n2cccc2)c1. As a reaction SMILES: [CH3:1][OH:2].[CH3:40][CH2:41][O:42][C:43](=[O:44])[CH3:45].[ClH:39].[Na+:4].[O:46]1[CH2:47][CH2:48][O:49][CH2:50][CH2:51]1.[O:5]([c:6]1[cH:7][cH:8][cH:9][cH:10][cH:11]1)[c:12]1[cH:13][c:14]([NH:25][C:26]([c:27]2[cH:28][c:29](-[n:33]3[cH:34][cH:35][cH:36][cH:37]3)[cH:30][cH:31][cH:32]2)=[O:38])[c:15]([C:16](=[O:17])[O:18][C:19]([CH3:20])([CH3:21])[CH3:22])[cH:23][cH:24]1.[OH-:3]>>[O:5]([c:6]1[cH:7][cH:8][cH:9][cH:10][cH:11]1)[c:12]1[cH:13][c:14]([NH:25][C:26]([c:27]2[cH:28][c:29](-[n:33]3[cH:34][cH:35][cH:36][cH:37]3)[cH:30][cH:31][cH:32]2)=[O:38])[c:15]([C:16](=[O:17])[OH:18])[cH:23][cH:24]1. Reactants: [O-]P(=O)([O-])[O-].[K+].[K+].[K+] (potassium phosphate tribasic), C1(=CC=CC=C1)S(=O)(=O)CC1=CC=C(C(=C1C(=O)OC)OS(=O)(=O)C(F)(F)F)C1=COC=C1 (methyl 6-(benzenesulphonylmethyl)-3-(furan-3-yl)-2-(trifluoromethanesulphonyloxy)benzoate), C1(=CC=CC=C1)S(=O)(=O)CC1=CC=C(C(=C1C(=O)OC)OS(=O)(=O)C(F)(F)F)C1=COC=C1 (methyl 6-(benzenesulphonylmethyl)-3-(furan-3-yl)-2-(trifluoromethanesulphonyloxy)benzoate), C1CCOC1 (THF). The solvent is O (water). Run at temperature 140 celsius. The product is C1(=CC=CC=C1)S(=O)(=O)CC1=CC=C(C(=C1C(=O)OC)CC)C1=COC=C1 (methyl 6-(benzenesulphonylmethyl)-2-ethyl-3-(furan-3-yl)benzoate). RXN SMILES: [O-]P([O-])([O-])=O.[K+].[K+].[K+].[C:9]1([S:15]([CH2:18][C:19]2[C:24]([C:25]([O:27][CH3:28])=[O:26])=[C:23](OS(C(F)(F)F)(=O)=O)[C:22]([C:37]3[CH:41]=[CH:40][O:39][CH:38]=3)=[CH:21][CH:20]=2)(=[O:17])=[O:16])[CH:14]=[CH:13][CH:12]=[CH:11][CH:10]=1.[CH2:42]1COC[CH2:43]1>O>[C:9]1([S:15]([CH2:18][C:19]2[C:24]([C:25]([O:27][CH3:28])=[O:26])=[C:23]([CH2:42][CH3:43])[C:22]([C:37]3[CH:41]=[CH:40][O:39][CH:38]=3)=[CH:21][CH:20]=2)(=[O:16])=[O:17])[CH:14]=[CH:13][CH:12]=[CH:11][CH:10]=1 |f:0.1.2.3|. Procedure details: A mixture of potassium phosphate tribasic (0.244 g), methyl 6-(benzenesulphonylmethyl)-3-(furan-3-yl)-2-(trifluoromethanesulphonyloxy)benzoate (Intermediate 123, 0.2 g) in THF (2 ml) and water (1 ml) was sealed in a microwave vial and degassed with argon. Palladium (II) chloride dppf complexed with DCM (0.02 g) and triethylborane (0.29 ml) were added and the mixture was heated in the microwave at 140° C. for 15 minutes. After cooling, ethyl acetate and water were added and the organic layer was ... Starting materials: Brc1cnc(I)nc1, O=C([O-])[O-], COc1ccc(B(O)O)cc1F, [Na+], [Na+], C1COCCO1, O. Yields the product COc1ccc(-c2ncc(Br)cn2)cc1F. As a reaction SMILES: [Br:1][c:2]1[cH:3][n:4][c:5]([I:8])[n:6][cH:7]1.[C:21](=[O:22])([O-:23])[O-:24].[F:9][c:10]1[cH:11][c:12]([B:18]([OH:19])[OH:20])[cH:13][cH:14][c:15]1[O:16][CH3:17].[Na+:25].[Na+:26].[O:27]1[CH2:28][CH2:29][O:30][CH2:31][CH2:32]1.[OH2:33]>>[Br:1][c:2]1[cH:3][n:4][c:5](-[c:12]2[cH:11][c:10]([F:9])[c:15]([O:16][CH3:17])[cH:14][cH:13]2)[n:6][cH:7]1. Starting materials: N1=CC=C(C=C1)C1=CC=C(C=C1)N ([4-(4-pyridinyl)phenyl]amine), N(=C=O)CC1=CC=CC=C1 ((isocyanatomethyl)benzene). Solvent: CN(C=O)C (N,N-dimethylformamide). Reaction conditions: time 2 hour. The product is C(C1=CC=CC=C1)NC(=O)NC1=CC=C(C=C1)C1=CC=NC=C1 (1-benzyl-3-[4-(4-pyridinyl)phenyl]urea). Yield: 75.7%. RXN SMILES: [N:1]1[CH:6]=[CH:5][C:4]([C:7]2[CH:12]=[CH:11][C:10]([NH2:13])=[CH:9][CH:8]=2)=[CH:3][CH:2]=1.[N:14]([CH2:17][C:18]1[CH:23]=[CH:22][CH:21]=[CH:20][CH:19]=1)=[C:15]=[O:16]>CN(C)C=O>[CH2:17]([NH:14][C:15]([NH:13][C:10]1[CH:11]=[CH:12][C:7]([C:4]2[CH:5]=[CH:6][N:1]=[CH:2][CH:3]=2)=[CH:8][CH:9]=1)=[O:16])[C:18]1[CH:23]=[CH:22][CH:21]=[CH:20][CH:19]=1. Procedure details: To a suspension of [4-(4-pyridinyl)phenyl]amine (100 mg) in N,N-dimethylformamide (4 ml) was added (isocyanatomethyl)benzene (86 mg) and the mixture was stirred at ambient temperature for 2 hours. The mixture was partitioned between ethyl acetate and water. The organic layer was separated, washed with water and brine, dried over sodium sulfate, and evaporated in vacuo. The residue was triturated with ethyl acetate to give 1-benzyl-3-[4-(4-pyridinyl)phenyl]urea (135 mg) as a yellow powder. Reactants: C#Cc1cccc(N)c1, C1CCOC1, Cc1ccccc1C(=O)Cl, [Cl-]. Product: C#Cc1cccc(NC(=O)c2ccccc2C)c1. Reaction SMILES: [C:11](#[CH:12])[c:13]1[cH:14][c:15]([NH2:19])[cH:16][cH:17][cH:18]1.[CH2:21]1[O:22][CH2:23][CH2:24][CH2:25]1.[CH3:1][c:2]1[c:3]([C:4](=[O:5])[Cl:6])[cH:7][cH:8][cH:9][cH:10]1.[Cl-:20]>>[CH3:1][c:2]1[c:3]([C:4](=[O:5])[NH:19][c:15]2[cH:14][c:13]([C:11]#[CH:12])[cH:18][cH:17][cH:16]2)[cH:7][cH:8][cH:9][cH:10]1.